From a dataset of the Open Reaction Database (ORD), a public repository of structured organic reaction records. describe an organic reaction: reactants, conditions, products, and yield Starting materials: ClC1=CC=C2C=CC(=NC2=C1)C=1OC2=C(C1)C=C(C=C2)C=O (7-chloro-2-(5-formylbenzofuran-2-yl)quinoline), C(O)([O-])=O.[Na+] (sodium hydrogen carbonate), [BH4-].[Na+] (sodium borohydride), Cl (hydrochloric acid). Run in CO (methanol), C(Cl)(Cl)Cl (chloroform). Conditions: time 2 hour. Yields the product ClC1=CC=C2C=CC(=NC2=C1)C=1OC2=C(C1)C=C(C=C2)CO (7-chloro-2-(5-hydroxymethylbenzofuran-2-yl)quinoline). Isolated yield 87.5%. RXN SMILES: [Cl:1][C:2]1[CH:11]=[C:10]2[C:5]([CH:6]=[CH:7][C:8]([C:12]3[O:13][C:14]4[CH:20]=[CH:19][C:18]([CH:21]=[O:22])=[CH:17][C:15]=4[CH:16]=3)=[N:9]2)=[CH:4][CH:3]=1.[BH4-].[Na+].Cl.C(=O)([O-])O.[Na+]>CO.C(Cl)(Cl)Cl>[Cl:1][C:2]1[CH:11]=[C:10]2[C:5]([CH:6]=[CH:7][C:8]([C:12]3[O:13][C:14]4[CH:20]=[CH:19][C:18]([CH2:21][OH:22])=[CH:17][C:15]=4[CH:16]=3)=[N:9]2)=[CH:4][CH:3]=1 |f:1.2,4.5|. Reported procedure: To a cooled solution of 7-chloro-2-(5-formylbenzofuran-2-yl)quinoline (0.92 g) in a mixture of methanol (20 ml) and chloroform (10 ml) was added sodium borohydride (0.40 g) in small portions. After being stirred at the same temperature for 2 hours, the resulting mixture was treated with diluted hydrochloric acid and adjusted to be basic with aqueous sodium hydrogen carbonate. The resulting precipitates were collected by filtration, Washed with water and dried to give 7-chloro-2-(5-hydroxymethylb... Starting materials: CC(C)(C)[O-], [K+], CC(C)n1nc(-c2ccc(C#N)c(F)c2)c2c(N)ncnc21, CN(C)C=O. RXN SMILES: [CH3:23][C:24]([CH3:25])([O-:26])[CH3:27].[K+:28].[NH2:1][c:2]1[c:3]2[c:4]([n:5][cH:6][n:7]1)[n:8]([CH:20]([CH3:21])[CH3:22])[n:9][c:10]2-[c:11]1[cH:12][c:13]([F:19])[c:14]([C:15]#[N:16])[cH:17][cH:18]1.[O:29]=[CH:30][N:31]([CH3:32])[CH3:33]>>[NH2:1][c:2]1[c:3]2[c:4]([n:5][cH:6][n:7]1)[n:8]([CH:20]([CH3:21])[CH3:22])[n:9][c:10]2-[c:11]1[cH:12][c:13]([OH:26])[c:14]([C:15]#[N:16])[cH:17][cH:18]1. Product: CC(C)n1nc(-c2ccc(C#N)c(O)c2)c2c(N)ncnc21.